From a dataset of the Open Reaction Database (ORD), a public repository of structured organic reaction records. describe an organic reaction: reactants, conditions, products, and yield Product: OC1(CCCC2=CC=C(C=C12)OC)CC#N (2-(1-hydroxyl-7-methoxy-1,2,3,4-tetrahydro-naphthalen-1-yl)-acetonitrile). The solvent is C1CCOC1 (THF), C1CCOC1 (THF), CCCCCC (n-hexane). Reaction SMILES: [C:1](#[N:3])[CH3:2].[C:4](=[O:6])=O.[CH2:7]([OH:9])[CH3:8].[CH2:10]([Li])[CH2:11][CH2:12][CH3:13]>CCCCCC.C1COCC1>[OH:9][C:7]1([CH2:2][C:1]#[N:3])[C:10]2[C:11](=[CH:10][CH:11]=[C:12]([O:6][CH3:4])[CH:13]=2)[CH2:12][CH2:13][CH2:8]1 |f:1.2|. Reactants: compound II, C(C)#N (acetonitrile), C(=O)=O.C(C)O (dry ice ethanol), C(CCC)[Li] (n-Butyl Lithium). Procedure details: To a reaction vessel was added acetonitrile (19.0 ml) and anhydrous THF (50 ml), cooled to −70° C. with dry ice/ethanol, then the solution of n-Butyl Lithium in n-hexane (2.5 M, 142.0 ml) was added dropwise slowly. After stirring for half an hour under this temperature, the solution of the compound II (44.6 g) in anhydrous THF (300 ml) was added dropwise slowly, and stirred for 1 h at the same temperature. The reaction is quenched by adding saturated aqueous ammonium chloride (700 ml), extracted... Yield: 98.3%.